This data is from the Open Reaction Database (ORD), a public repository of structured organic reaction records. The task is: describe an organic reaction: reactants, conditions, products, and yield Reactants: Cc1cc(C#N)cc(C)c1Oc1nc(Nc2ccc(C#N)cc2)nc2ccn(C)c12, O=C1CCC(=O)N1Cl, ClCCl. The product is Cc1cc(C#N)cc(C)c1Oc1nc(Nc2ccc(C#N)cc2)nc2c(Cl)cn(C)c12. Reaction SMILES: [C:1](#[N:2])[c:3]1[cH:4][cH:5][c:6]([NH:9][c:10]2[n:11][c:12]([O:20][c:21]3[c:22]([CH3:30])[cH:23][c:24]([C:25]#[N:26])[cH:27][c:28]3[CH3:29])[c:13]3[c:14]([n:15]2)[cH:16][cH:17][n:18]3[CH3:19])[cH:7][cH:8]1.[Cl:31][N:32]1[C:33](=[O:34])[CH2:35][CH2:36][C:37]1=[O:38].[Cl:39][CH2:40][Cl:41]>>[C:1](#[N:2])[c:3]1[cH:4][cH:5][c:6]([NH:9][c:10]2[n:11][c:12]([O:20][c:21]3[c:22]([CH3:30])[cH:23][c:24]([C:25]#[N:26])[cH:27][c:28]3[CH3:29])[c:13]3[c:14]([n:15]2)[c:16]([Cl:31])[cH:17][n:18]3[CH3:19])[cH:7][cH:8]1.